This data is from the Open Reaction Database (ORD), a public repository of structured organic reaction records. The task is: describe an organic reaction: reactants, conditions, products, and yield The reactants are Cl[SiH](Cl)C[SiH](Cl)Cl (bisdichlorosilylmethane), C(C=C)Cl (allyl chloride), Cl[SiH](Cl)C[SiH](Cl)Cl (bisdichlorosilylmethane). The reagents and catalysts are [H+].[H+].Cl[Pt-2](Cl)(Cl)(Cl)(Cl)Cl (chloroplatinic acid). The solvent is C(C)(C)O (isopropanol). Product: ClCCC[Si](Cl)(Cl)C[Si](CCCCl)(Cl)Cl (bis{(3-chloropropyl)dichlorosilyl]methane). Yield: 35.0%. RXN SMILES: [Cl:1][SiH:2]([CH2:4][SiH:5]([Cl:7])[Cl:6])[Cl:3].[CH2:8]([Cl:11])[CH:9]=[CH2:10]>C(O)(C)C.[H+].[H+].Cl[Pt-2](Cl)(Cl)(Cl)(Cl)Cl>[Cl:11][CH2:8][CH2:9][CH2:10][Si:2]([CH2:4][Si:5]([Cl:7])([Cl:6])[CH2:10][CH2:9][CH2:8][Cl:11])([Cl:3])[Cl:1] |f:3.4.5|. Reported procedure: To a 100 ml, three neck, round bottomed flask equipped with a dropping funnel and a reflux condenser, 6 g(0.03 mole) of bisdichlorosilylmethane, 6.5 g(0.08 mole) of allyl chloride, and 60 μl of 1% chloroplatinic acid solution in isopropanol, at reflux using a 80° C. oil bath for 3 hours under the dry nitrogen atmosphere. Gas chromatography analysis showed that no bisdichlorosilylmethane was left. Vacuum distillation of the reaction products gave 3.85 g(110°-112° C./0.05 mmHg) of bis{(3-chloropro... Reactants: CCO, [Ca+2], [Cl-], [Cl-], N#Cc1ccccc1COc1ccc([N+](=O)[O-])cc1Cl, [Fe], O. The product is N#Cc1ccccc1COc1ccc(N)cc1Cl. As a reaction SMILES: [CH2:25]([OH:26])[CH3:27].[Ca+2:23].[Cl-:21].[Cl-:22].[Cl:1][c:2]1[c:3]([O:4][CH2:5][c:6]2[c:7]([C:8]#[N:9])[cH:10][cH:11][cH:12][cH:13]2)[cH:14][cH:15][c:16]([N+:18]([O-:19])=[O:20])[cH:17]1.[Fe:28].[OH2:24]>>[Cl:1][c:2]1[c:3]([O:4][CH2:5][c:6]2[c:7]([C:8]#[N:9])[cH:10][cH:11][cH:12][cH:13]2)[cH:14][cH:15][c:16]([NH2:18])[cH:17]1.